describe an organic reaction: reactants, conditions, products, and yield From a dataset of the Open Reaction Database (ORD), a public repository of structured organic reaction records. Reactants: CCOC(=O)N1C(=O)C2(c3ccc(Cl)cc31)C(c1cccc(Cl)c1)NC(=O)CC2C1CCCC1, CO, [Na+], [OH-]. Product: O=C1CC(C2CCCC2)C2(C(=O)Nc3cc(Cl)ccc32)C(c2cccc(Cl)c2)N1. As a reaction SMILES: [CH2:1]([O:2][C:3](=[O:4])[N:6]1[C:7](=[O:34])[C:8]2([c:9]3[cH:10][cH:11][c:12]([Cl:15])[cH:13][c:14]31)[CH:16]([c:27]1[cH:28][c:29]([Cl:33])[cH:30][cH:31][cH:32]1)[NH:17][C:18](=[O:26])[CH2:19][CH:20]2[CH:21]1[CH2:22][CH2:23][CH2:24][CH2:25]1)[CH3:5].[CH3:37][OH:38].[Na+:36].[OH-:35]>>[NH:6]1[C:7](=[O:34])[C:8]2([c:9]3[cH:10][cH:11][c:12]([Cl:15])[cH:13][c:14]31)[CH:16]([c:27]1[cH:28][c:29]([Cl:33])[cH:30][cH:31][cH:32]1)[NH:17][C:18](=[O:26])[CH2:19][CH:20]2[CH:21]1[CH2:22][CH2:23][CH2:24][CH2:25]1. The product is ClC1=CC=C2C(=CN(C2=C1)CC1=CC(=NC=C1)C)C(=O)N1CCC(CC1)C1=C(C=CC=C1OC)OC ([6-Chloro-1-(2-methyl-pyridin-4-ylmethyl)-1H-indol-3-yl]-[4-(2,6-dimethoxy-phenyl)-piperidin-1-yl]-methanone). RXN SMILES: [Cl:1][C:2]1[CH:10]=[C:9]2[C:5]([C:6]([C:11]([N:13]3[CH2:18][CH2:17][CH:16]([C:19]4[C:24]([O:25][CH3:26])=[CH:23][CH:22]=[CH:21][C:20]=4[O:27][CH3:28])[CH2:15][CH2:14]3)=[O:12])=[CH:7][NH:8]2)=[CH:4][CH:3]=1.[CH3:29][C:30]1[CH:35]=[C:34]([CH2:36]OS(C)(=O)=O)[CH:33]=[CH:32][N:31]=1.CC1C=C(CO)C=CN=1>>[Cl:1][C:2]1[CH:10]=[C:9]2[C:5]([C:6]([C:11]([N:13]3[CH2:14][CH2:15][CH:16]([C:19]4[C:24]([O:25][CH3:26])=[CH:23][CH:22]=[CH:21][C:20]=4[O:27][CH3:28])[CH2:17][CH2:18]3)=[O:12])=[CH:7][N:8]2[CH2:36][C:34]2[CH:33]=[CH:32][N:31]=[C:30]([CH3:29])[CH:35]=2)=[CH:4][CH:3]=1. Reported procedure: Following general procedure II, the alkylation of (6-chloro-1H-indol-3-yl)-[4-(2,6-dimethoxy-phenyl)-piperidin-1-yl]-methanone (preparation described herein), with methanesulfonic acid 2-methyl-pyridin-4-ylmethyl ester (prepared by mesylation of the commercially available (2-methyl-pyridin-4-yl)-methanol) gave the title compound. Reactants: ClC1=CC=C2C(=CNC2=C1)C(=O)N1CCC(CC1)C1=C(C=CC=C1OC)OC ((6-chloro-1H-indol-3-yl)-[4-(2,6-dimethoxy-phenyl)-piperidin-1-yl]-methanone), CC1=NC=CC(=C1)COS(=O)(=O)C (methanesulfonic acid 2-methyl-pyridin-4-ylmethyl ester), CC1=NC=CC(=C1)CO ((2-methyl-pyridin-4-yl)-methanol). Reaction SMILES: [NH2:1][C:2]1[S:3][CH:4]=[C:5]([C:7](=O)[C:8]([NH:10][C@@H:11]2[C:18](=[O:19])[N:17]3[C@@H:12]2[S:13][CH2:14][C:15]([CH2:23][S:24][C:25]2[N:30]4[N:31]=[C:32]([C:34]5[CH:39]=[CH:38][C:37]([OH:40])=[C:36]([OH:41])[CH:35]=5)[N:33]=[C:29]4[N:28]=[C:27]([CH3:42])[CH:26]=2)=[C:16]3[C:20]([OH:22])=[O:21])=[O:9])[N:6]=1.Cl.[NH2:45][O:46][C:47]([CH3:53])([CH3:52])[C:48]([NH:50][OH:51])=[O:49]>CC(N(C)C)=O>[NH2:1][C:2]1[S:3][CH:4]=[C:5](/[C:7](=[N:45]/[O:46][C:47]([C:48](=[O:49])[NH:50][OH:51])([CH3:53])[CH3:52])/[C:8]([NH:10][CH:11]2[C:18](=[O:19])[N:17]3[CH:12]2[S:13][CH2:14][C:15]([CH2:23][S:24][C:25]2[N:30]4[N:31]=[C:32]([C:34]5[CH:39]=[CH:38][C:37]([OH:40])=[C:36]([OH:41])[CH:35]=5)[N:33]=[C:29]4[N:28]=[C:27]([CH3:42])[CH:26]=2)=[C:16]3[C:20]([OH:22])=[O:21])=[O:9])[N:6]=1 |f:1.2|. Product: NC=1SC=C(N1)/C(/C(=O)NC1C2SCC(=C(N2C1=O)C(=O)O)CSC1=CC(=NC=2N1N=C(N2)C2=CC(=C(C=C2)O)O)C)=N/OC(C)(C)C(NO)=O (7-[(Z)-2-(2-amino-4-thiazolyl)-2-[[1-(hydroxycarbamoyl)-1-methylethoxy]imino]acetamido]-3-[[[2-(3,4-dihydroxyphenyl)-5-methyl-s-triazolo[1,5-a]pyrimidin-7-yl]thio]methyl]-8-oxo-5-thia-1-azabicyclo[4.2.0]oct-2-ene-2-carboxylic acid). Reactants: NC=1SC=C(N1)C(C(=O)N[C@H]1[C@H]2SCC(=C(N2C1=O)C(=O)O)CSC1=CC(=NC=2N1N=C(N2)C2=CC(=C(C=C2)O)O)C)=O ((6R,7R)-7-(2-Amino-4-thiazoleglyoxylamido)-3-[[[2-(3,4-dihydroxyphenyl)-5-methyl-s-triazolo[1,5-a]pyrimidin-7-yl]thio]methyl]-8-oxo-5-thia-1-azabicyclo[4.2.0]oct-2-ene-2-carboxylic acid), Cl.NOC(C(=O)NO)(C)C (2-(aminooxy)-N-hydroxy-2-methylpropionamide hydrochloride). The solvent is CC(=O)N(C)C (dimethylacetamide). Conditions: time 8 hour. Procedure: (6R,7R)-7-(2-Amino-4-thiazoleglyoxylamido)-3-[[[2-(3,4-dihydroxyphenyl)-5-methyl-s-triazolo[1,5-a]pyrimidin-7-yl]thio]methyl]-8-oxo-5-thia-1-azabicyclo[4.2.0]oct-2-ene-2-carboxylic acid (1.3 g) and 0.44 g of 2-(aminooxy)-N-hydroxy-2-methylpropionamide hydrochloride are dissolved in 10 ml of dimethylacetamide. After standing overnight the mixture is evaporated in a vacuum. The residue is digested with 20 ml of water and the precipitate formed is filtered off under suction and dried. There are obt...